This data is from the Open Reaction Database (ORD), a public repository of structured organic reaction records. The task is: describe an organic reaction: reactants, conditions, products, and yield The reactants are Cc1c(Cc2ccc(F)c(C#N)c2)n[nH]c(=O)c1C, Cl, [Na+], [OH-], O. The product is Cc1c(Cc2ccc(F)c(C(=O)O)c2)n[nH]c(=O)c1C. RXN SMILES: [CH3:1][c:2]1[c:3]([CH2:10][c:11]2[cH:12][cH:13][c:14]([F:19])[c:15]([C:16]#[N:17])[cH:18]2)[n:4][nH:5][c:6](=[O:9])[c:7]1[CH3:8].[ClH:22].[Na+:21].[OH-:20].[OH2:23]>>[CH3:1][c:2]1[c:3]([CH2:10][c:11]2[cH:12][cH:13][c:14]([F:19])[c:15]([C:16](=[O:20])[OH:23])[cH:18]2)[n:4][nH:5][c:6](=[O:9])[c:7]1[CH3:8]. Starting materials: Cc1ccccc1, O=C(Cl)Cl, c1ccc(CCCC2CCNCC2)cc1, c1ccncc1. The product is O=C(Cl)N1CCC(CCCc2ccccc2)CC1. As a reaction SMILES: [CH3:26][c:27]1[cH:28][cH:29][cH:30][cH:31][cH:32]1.[Cl:1][C:2]([Cl:3])=[O:4].[c:5]1([CH2:11][CH2:12][CH2:13][CH:14]2[CH2:15][CH2:16][NH:17][CH2:18][CH2:19]2)[cH:6][cH:7][cH:8][cH:9][cH:10]1.[cH:20]1[cH:21][cH:22][n:23][cH:24][cH:25]1>>[Cl:1][C:2](=[O:4])[N:17]1[CH2:16][CH2:15][CH:14]([CH2:13][CH2:12][CH2:11][c:5]2[cH:6][cH:7][cH:8][cH:9][cH:10]2)[CH2:19][CH2:18]1. Reactants: Cl.CC(C1=CC=C(C=C1)C#CC1=CC=CC=C1)(C)N (α,α-dimethyl-4-(phenylethynyl) -benzylamine hydrochloride). Reagents/catalysts: [Pt](=O)=O (platinum dioxide). Solvent: CO (methanol). Run at time 1 hour. Yields the product Cl.CC(C1=CC=C(C=C1)CCC1=CC=CC=C1)(C)N (α,α-dimethyl-4-phenethylbenzylamine hydrochloride). RXN SMILES: [ClH:1].[CH3:2][C:3]([NH2:19])([CH3:18])[C:4]1[CH:9]=[CH:8][C:7]([C:10]#[C:11][C:12]2[CH:17]=[CH:16][CH:15]=[CH:14][CH:13]=2)=[CH:6][CH:5]=1>[Pt](=O)=O.CO>[ClH:1].[CH3:18][C:3]([NH2:19])([CH3:2])[C:4]1[CH:9]=[CH:8][C:7]([CH2:10][CH2:11][C:12]2[CH:17]=[CH:16][CH:15]=[CH:14][CH:13]=2)=[CH:6][CH:5]=1 |f:0.1,4.5|. Procedure details: A mixture of 0.45 gram of α,α-dimethyl-4-(phenylethynyl) -benzylamine hydrochloride, 61 ml. of absolute methanol, and 163 mg. of platinum dioxide catalyst is hydrogenated at 40 p.s.i. for one hour. The hydrogenation is stopped, the catalyst is removed by filtration, and the methanol is removed by evaporation. The residue is partitioned between benzene and 10% sodium hydroxide solution. The benzene phase is washed well with water, dried over magnesium sulfate, filtered, and the benzene is evapora... Solvent: C(C)O (ethanol), C(C)O (ethanol). RXN SMILES: BrC1C=CC(O)=C([C:8]2[CH:17]=[CH:16][C:15]3[C:10](=[CH:11][CH:12]=[C:13]([C:18]4[N:22]([CH:23]5[CH2:28][CH2:27][CH2:26][CH2:25][CH2:24]5)[C:21]5[CH:29]=[CH:30][C:31]([C:33]([OH:35])=[O:34])=[CH:32][C:20]=5[N:19]=4)[CH:14]=3)[N:9]=2)C=1.[C:37]1([N:43]2[CH:47]=[C:46](C(=O)C)[CH:45]=[N:44]2)[CH:42]=[CH:41][CH:40]=[CH:39][CH:38]=1.[OH-].[K+]>C(O)C>[CH:23]1([N:22]2[C:21]3[CH:20]=[CH:32][C:31]([C:33]([OH:35])=[O:34])=[CH:30][C:29]=3[N:19]=[C:18]2[C:13]2[CH:14]=[C:15]3[C:10](=[CH:11][CH:12]=2)[N:9]=[C:8]([C:46]2[CH:45]=[N:44][N:43]([C:37]4[CH:38]=[CH:39][CH:40]=[CH:41][CH:42]=4)[CH:47]=2)[CH:17]=[CH:16]3)[CH2:24][CH2:25][CH2:26][CH2:27][CH2:28]1 |f:2.3|. Reported procedure: Following the procedure and workup for Compound 354, Compound 354e (100 mg, 0.256 mmol) was reacted with 1-(1-phenyl-1H-pyrazol-4-yl)-ethanone (0.256 mmol) in ethanol (2 mL) using 10% w/v KOH in ethanol (506 μL, 0.64 mmol) to produce the title compound (69 mg, 51% yield). MS: 514.23 (M+H+); HPLC Procedure B, retention time=6.36 min. Product: C1(CCCCC1)N1C(=NC2=C1C=CC(=C2)C(=O)O)C=2C=C1C=CC(=NC1=CC2)C=2C=NN(C2)C2=CC=CC=C2 (1-cyclohexyl-2-[2-(1-phenyl-1H-pyrazol-4-yl)-quinolin-6-yl]-1H-benzoimidazole-5-carboxylic acid). Isolated yield 51.0%. Starting materials: BrC=1C=CC(=C(C1)C1=NC2=CC=C(C=C2C=C1)C1=NC2=C(N1C1CCCCC1)C=CC(=C2)C(=O)O)O (2-[2-(5-Bromo-2-hydroxy-phenyl)-quinolin-6-yl]-1-cyclohexyl-1H-benzoimidazole-5-carboxylic acid), [OH-].[K+] (KOH), Compound 354e, C1(=CC=CC=C1)N1N=CC(=C1)C(C)=O (1-(1-phenyl-1H-pyrazol-4-yl)-ethanone).